From a dataset of the Open Reaction Database (ORD), a public repository of structured organic reaction records. describe an organic reaction: reactants, conditions, products, and yield Yields the product S1N=C(C2=C1C=CC=C2)N2CCN(CC2)CCC2=CC=C(C=C2)N2C(C1=CC=CC=C1C2)=O (2-{4-[2-(4-BENZO[D]ISOTHIAZOL-3-YL-PIPERAZIN-1-YL)-ETHYL]-PHENYL}-2,3-DIHYDRO-ISOINDOL-1-ONE). Starting materials: C(C)(=O)O (acetic acid), S1N=C(C2=C1C=CC=C2)N2CCN(CC2)CCC2=CC=C(C=C2)N (4-[2-(4-Benzo[d]isothiazol-3-yl-piperazin-1-yl)-ethyl]-phenylamine), C1=CC=C(C(=C1)C=O)C=O (o-phthaldialdehyde). Procedure: 4-[2-(4-Benzo[d]isothiazol-3-yl-piperazin-1-yl)-ethyl]-phenylamine (338.4 mg, 1.0 mmol) was reacted at reflux for 30 min with o-phthaldialdehyde (147.5 mg, 1.1 mmol) and a catalytic amount of acetic acid (57 μL, 0.1 mmol) in acetonitrile (100 mL) to give the title compound. The product obtained was purified by elution through a flash column (silica gel 40, 230–400 mesh, 100:8:1, CH2Cl:EtOH:NH4OH) to give a yellow crystalline material, yield=245 mg (53.9%). mp 175.9° C. MS (APCI): 455 [M+H]+. 1H-... Reaction SMILES: [S:1]1[C:5]2[CH:6]=[CH:7][CH:8]=[CH:9][C:4]=2[C:3]([N:10]2[CH2:15][CH2:14][N:13]([CH2:16][CH2:17][C:18]3[CH:23]=[CH:22][C:21]([NH2:24])=[CH:20][CH:19]=3)[CH2:12][CH2:11]2)=[N:2]1.[CH:25]1[CH:30]=[C:29]([CH:31]=[O:32])[C:28]([CH:33]=O)=[CH:27][CH:26]=1.C(O)(=O)C>C(#N)C>[S:1]1[C:5]2[CH:6]=[CH:7][CH:8]=[CH:9][C:4]=2[C:3]([N:10]2[CH2:11][CH2:12][N:13]([CH2:16][CH2:17][C:18]3[CH:19]=[CH:20][C:21]([N:24]4[CH2:33][C:28]5[C:29](=[CH:30][CH:25]=[CH:26][CH:27]=5)[C:31]4=[O:32])=[CH:22][CH:23]=3)[CH2:14][CH2:15]2)=[N:2]1. Solvent: C(C)#N (acetonitrile).